Dataset: the Open Reaction Database (ORD), a public repository of structured organic reaction records. Task: describe an organic reaction: reactants, conditions, products, and yield RXN SMILES: [CH2:30]([CH3:31])[C:32]([C:33](=[O:34])[Cl:35])([CH2:36][CH3:37])[CH3:38].[OH:1][CH:2]1[CH2:3][CH2:4][CH:5]=[C:6]2[CH:7]=[CH:8][CH:9]([CH3:29])[CH:10]([CH2:12][CH2:13][CH:14]3[CH2:15][CH:16]([C:25]([CH3:26])([CH3:27])[CH3:28])[CH:17]([O:21][SiH:22]([CH3:23])[CH3:24])[C:18](=[O:20])[O:19]3)[CH:11]12>>[O:1]([CH:2]1[CH2:3][CH2:4][CH:5]=[C:6]2[CH:7]=[CH:8][CH:9]([CH3:29])[CH:10]([CH2:12][CH2:13][CH:14]3[CH2:15][CH:16]([C:25]([CH3:26])([CH3:27])[CH3:28])[CH:17]([O:21][SiH:22]([CH3:23])[CH3:24])[C:18](=[O:20])[O:19]3)[CH:11]12)[C:33]([C:32]([CH2:30][CH3:31])([CH2:36][CH3:37])[CH3:38])=[O:34]. The product is CCC(C)(CC)C(=O)OC1CCC=C2C=CC(C)C(CCC3CC(C(C)(C)C)C(O[SiH](C)C)C(=O)O3)C21. The reactants are CCC(C)(CC)C(=O)Cl, CC1C=CC2=CCCC(O)C2C1CCC1CC(C(C)(C)C)C(O[SiH](C)C)C(=O)O1.